Dataset: the Open Reaction Database (ORD), a public repository of structured organic reaction records. Task: describe an organic reaction: reactants, conditions, products, and yield Reactants: C(Cl)(Cl)Cl (chloroform), C([O-])([O-])=O.[K+].[K+] (potassium carbonate), CI (methyl iodide), C(C)(C)(C)OC(=O)NN1C(C2=CC=CC=C2C(=C1C(=O)OC)C1=CC(=C(C(=C1)OC)OC)OC)=O (2-(tert-butoxycarbonylamino)-3-methoxycarbonyl-4-(3,4,5-trimethoxyphenyl)-1(2H)-isoquinolinone). Run in O (water), CN(C=O)C (dimethylformamide). Reaction conditions: time 8 hour. Product: COC(=O)C=1N(C(C2=CC=CC=C2C1C1=CC(=C(C(=C1)OC)OC)OC)=O)N(C(=O)OC(C)(C)C)C (3-methoxycarbonyl-2-(N-methyl-N-tert-butoxycarbonylamino)-4-(3,4,5-trimethoxyphenyl)-1(2H)-isoquinolinone). As a reaction SMILES: [C:1]([O:5][C:6]([NH:8][N:9]1[C:18]([C:19]([O:21][CH3:22])=[O:20])=[C:17]([C:23]2[CH:28]=[C:27]([O:29][CH3:30])[C:26]([O:31][CH3:32])=[C:25]([O:33][CH3:34])[CH:24]=2)[C:16]2[C:11](=[CH:12][CH:13]=[CH:14][CH:15]=2)[C:10]1=[O:35])=[O:7])([CH3:4])([CH3:3])[CH3:2].[C:36](=O)([O-])[O-].[K+].[K+].CI.C(Cl)(Cl)Cl>CN(C)C=O.O>[CH3:22][O:21][C:19]([C:18]1[N:9]([N:8]([CH3:36])[C:6]([O:5][C:1]([CH3:4])([CH3:3])[CH3:2])=[O:7])[C:10](=[O:35])[C:11]2[C:16]([C:17]=1[C:23]1[CH:24]=[C:25]([O:33][CH3:34])[C:26]([O:31][CH3:32])=[C:27]([O:29][CH3:30])[CH:28]=1)=[CH:15][CH:14]=[CH:13][CH:12]=2)=[O:20] |f:1.2.3|. Procedure: The compound obtained in Example 67 (1.00 g) is dissolved in dimethylformamide (10 ml), and thereto are added potassium carbonate (382 mg) and methyl iodide (392 mg). The mixture is stirred at room temperature overnight, and thereto are added chloroform and water. The chloroform layer is separated, washed, dried, and concentrated under reduced pressure. The residue is crystallized from diethyl ether to give 3-methoxycarbonyl-2-(N-methyl-N-tert-butoxycarbonylamino)-4-(3,4,5-trimethoxyphenyl)-1(2H...